From a dataset of the Open Reaction Database (ORD), a public repository of structured organic reaction records. describe an organic reaction: reactants, conditions, products, and yield Starting materials: O=C(OCc1ccccc1)C1CCCN1, ClCCl, C1CCC(NC2CCCCC2)CC1, Cl, On1nnc2ccccc21, O=C(NCCCCC(NS(=O)(=O)c1ccccc1)C(=O)O)OCc1ccccc1. Product: O=C(NCCCCC(NS(=O)(=O)c1ccccc1)C(=O)N1CCCC1C(=O)OCc1ccccc1)OCc1ccccc1. As a reaction SMILES: [CH2:44]([c:45]1[cH:46][cH:47][cH:48][cH:49][cH:50]1)[O:51][C:52]([CH:53]1[NH:54][CH2:55][CH2:56][CH2:57]1)=[O:58].[CH2:69]([Cl:70])[Cl:71].[CH:1]1([NH:2][CH:3]2[CH2:4][CH2:5][CH2:6][CH2:7][CH2:8]2)[CH2:9][CH2:10][CH2:11][CH2:12][CH2:13]1.[ClH:43].[OH:59][n:60]1[c:61]2[c:62]([cH:63][cH:64][cH:65][cH:66]2)[n:67][n:68]1.[c:14]1([S:20](=[O:21])(=[O:22])[NH:23][CH:24]([CH2:25][CH2:26][CH2:27][CH2:28][NH:29][C:30](=[O:31])[O:32][CH2:33][c:34]2[cH:35][cH:36][cH:37][cH:38][cH:39]2)[C:40](=[O:41])[OH:42])[cH:15][cH:16][cH:17][cH:18][cH:19]1>>[c:14]1([S:20](=[O:21])(=[O:22])[NH:23][CH:24]([CH2:25][CH2:26][CH2:27][CH2:28][NH:29][C:30](=[O:31])[O:32][CH2:33][c:34]2[cH:35][cH:36][cH:37][cH:38][cH:39]2)[C:40](=[O:41])[N:54]2[CH:53]([C:52]([O:51][CH2:44][c:45]3[cH:46][cH:47][cH:48][cH:49][cH:50]3)=[O:58])[CH2:57][CH2:56][CH2:55]2)[cH:15][cH:16][cH:17][cH:18][cH:19]1. The reactants are NC1=CC(=NC=C1C=O)Cl (4-amino-6-chloronicotinaldehyde), BrCC(OC)OC (2-bromo-1,1-dimethoxyethane), FC(S(=O)(=O)[O-])(F)F.[Yb+3].FC(S(=O)(=O)[O-])(F)F.FC(S(=O)(=O)[O-])(F)F (ytterbium(III) trifluoromethanesulfonate). Run in CC#N (MeCN), CCOC(=O)C (EtOAc). Yields the product BrC=1C=NC2=CC(=NC=C2C1)Cl (3-bromo-7-chloro-1,6-naphthyridine). Yield: 53.7%. RXN SMILES: [NH2:1][C:2]1[C:7]([CH:8]=O)=[CH:6][N:5]=[C:4]([Cl:10])[CH:3]=1.[Br:11][CH2:12][CH:13](OC)OC.FC(F)(F)S([O-])(=O)=O.[Yb+3].FC(F)(F)S([O-])(=O)=O.FC(F)(F)S([O-])(=O)=O>CC#N.CCOC(C)=O>[Br:11][C:12]1[CH:13]=[N:1][C:2]2[C:7]([CH:8]=1)=[CH:6][N:5]=[C:4]([Cl:10])[CH:3]=2 |f:2.3.4.5|. Procedure: Heat a mixture of 4-amino-6-chloronicotinaldehyde (2.00 g, 12.77 mmol), 2-bromo-1,1-dimethoxyethane (6.48 g, 38.3 mmol) and ytterbium(III) trifluoromethanesulfonate (1.981 g, 3.19 mmol) in MeCN (25 mL) at 80° C. overnight. Cool to RT, dilute with EtOAc, collect the solids via filtration, rinse with EtOAc and dry. Wash the filtrate with H2O, then brine, dry over Na2SO4, concentrate to dryness and purify via silica gel chromatography (EtOAc/Hex). Combine the two solids to afford the title compound... Starting materials: [Li]CCCC (n-BuLi), BrC=1C=NC(=NC1)Cl (5-bromo-2-chloropyrimidine), FC(C(C)=O)(F)F (1,1,1,tri-fluoro-2-propanone). The solvent is CCOCC (ether). Reaction conditions: temperature -78 celsius, time 10 minute. The product is ClC1=NC=C(C=N1)C(C(F)(F)F)(C)O (2-(2-chloro-5-pyrimidinyl)-1,1,1-trifluoro-2-propanol). The yield is 17.0%. RXN SMILES: Br[C:2]1[CH:3]=[N:4][C:5]([Cl:8])=[N:6][CH:7]=1.[Li]CCCC.[F:14][C:15]([F:20])([F:19])[C:16](=[O:18])[CH3:17]>CCOCC>[Cl:8][C:5]1[N:4]=[CH:3][C:2]([C:16]([OH:18])([CH3:17])[C:15]([F:20])([F:19])[F:14])=[CH:7][N:6]=1. Procedure: A 500-mL round-bottomed flask was charged with 5-bromo-2-chloropyrimidine (8.53 g, 44.1 mmol, Combi-Blocks, San Diego, Calif.) and 100 mL of ether. After cooling to −78° C., n-BuLi (2.5 M in hexanes, 27.6 mL, 44.1 mmol) was added. This mixture was stirred at −78° C. for 10 min, then 1,1,1,tri-fluoro-2-propanone (14.82 g, 132 mmol, Sigma-Aldrich, St. Louis, Mo.) was added. After stirring for an additional 10 min at −78° C., the reaction was quenched with saturated aqueous NH4Cl. The solution was ... The product is CCC(O)(c1cn(Cc2ccc3c(-c4ccc(F)cc4)cc(C(C)O)nc3c2)nn1)C(F)(F)F. The reactants are CC(C)C[Al+]CC(C)C, CC(C)=O, ClCCl, CCC(O)(c1cn(Cc2ccc3c(-c4ccc(F)cc4)cc(C(C)=O)nc3c2)nn1)C(F)(F)F, [H-], [Na+], [Na+], O, O, O, O, O, O, O, O, O, O, O=S(=O)([O-])[O-]. Reaction SMILES: [CH2:36]([Al+:37][CH2:38][CH:39]([CH3:40])[CH3:41])[CH:42]([CH3:43])[CH3:44].[CH3:45][C:46](=[O:47])[CH3:48].[Cl:66][CH2:67][Cl:68].[F:1][c:2]1[cH:3][cH:4][c:5](-[c:8]2[cH:9][c:10]([C:32]([CH3:33])=[O:34])[n:11][c:12]3[cH:13][c:14]([CH2:18][n:19]4[n:20][n:21][c:22]([C:24]([CH2:25][CH3:26])([C:27]([F:28])([F:29])[F:30])[OH:31])[cH:23]4)[cH:15][cH:16][c:17]23)[cH:6][cH:7]1.[H-:35].[Na+:64].[Na+:65].[OH2:49].[OH2:50].[OH2:51].[OH2:52].[OH2:53].[OH2:54].[OH2:55].[OH2:56].[OH2:57].[OH2:58].[S:59]([O-:60])([O-:61])(=[O:62])=[O:63]>>[F:1][c:2]1[cH:3][cH:4][c:5](-[c:8]2[cH:9][c:10]([CH:32]([CH3:33])[OH:34])[n:11][c:12]3[cH:13][c:14]([CH2:18][n:19]4[n:20][n:21][c:22]([C:24]([CH2:25][CH3:26])([C:27]([F:28])([F:29])[F:30])[OH:31])[cH:23]4)[cH:15][cH:16][c:17]23)[cH:6][cH:7]1.